The task is: describe an organic reaction: reactants, conditions, products, and yield. This data is from the Open Reaction Database (ORD), a public repository of structured organic reaction records. Starting materials: ClC=1C(=NN(C1OC(F)F)C)C1=CC=C(C=C1)O (4-(4-chloro-5-difluoromethoxy-1-methylpyrazol-3-yl)phenol), C(C)(=O)OCC (ethyl acetate), ClC=1C=CC(=C(OC(C(=O)OC)C)C1)CCl (methyl 2-(5-chloro-2-chloromethylphenoxy)propanoate), C([O-])([O-])=O.[K+].[K+] (potassium carbonate). Solvent: CN(C=O)C (N,N-dimethylformamide), CCCCCCC (heptane). Product: ClC=1C=CC(=C(OC(C(=O)OC)C)C1)COC1=CC=C(C=C1)C1=NN(C(=C1Cl)OC(F)F)C (methyl 2-[5-chloro-2-[4-(4-chloro-5-difluoromethoxy-1-methylpyrazol-3-yl)phenoxymethyl]phenoxy]propanoate). Yield: 45.2%. Reaction SMILES: [Cl:1][C:2]1[C:3]([C:12]2[CH:17]=[CH:16][C:15]([OH:18])=[CH:14][CH:13]=2)=[N:4][N:5]([CH3:11])[C:6]=1[O:7][CH:8]([F:10])[F:9].[Cl:19][C:20]1[CH:21]=[CH:22][C:23]([CH2:33]Cl)=[C:24]([CH:32]=1)[O:25][CH:26]([CH3:31])[C:27]([O:29][CH3:30])=[O:28].C(=O)([O-])[O-].[K+].[K+].C(OCC)(=O)C>CN(C)C=O.CCCCCCC>[Cl:19][C:20]1[CH:21]=[CH:22][C:23]([CH2:33][O:18][C:15]2[CH:16]=[CH:17][C:12]([C:3]3[C:2]([Cl:1])=[C:6]([O:7][CH:8]([F:9])[F:10])[N:5]([CH3:11])[N:4]=3)=[CH:13][CH:14]=2)=[C:24]([CH:32]=1)[O:25][CH:26]([CH3:31])[C:27]([O:29][CH3:30])=[O:28] |f:2.3.4|. Procedure details: This compound was prepared in a manner analogous to that of Step I of Example 1, using 0.82 gram (0.0030 mole) of 4-(4-chloro-5-difluoromethoxy-1-methylpyrazol-3-yl)phenol, 0.95 gram (0.0036 mole) of methyl 2-(5-chloro-2-chloromethylphenoxy)propanoate (prepared in Steps A through D of this Example), and 0.62 gram (0.0045 mole) of potassium carbonate in N,N-dimethylformamide. The crude reaction product was subjected to column chromatography on silica gel, using 1:4 ethyl acetate and heptane as th... The reactants are ClCC(=O)NC1=C2C(N(C(C2=CC=C1)=O)[C@H](CC(=O)N(C)C)C1=CC(=C(C=C1)OC)OCC)=O ((3R)-3-[4-(2-chloroacetylamino)-1,3-dioxoisoindolin-2-yl]-3-(3-ethoxy-4-methoxyphenyl)-N,N-dimethylpropanamide), CNC (dimethylamine), O1CCCC1 (tetrahydrofuran). Run in C(C)#N (acetonitrile), C(C)(=O)OCC (ethyl acetate). Reaction conditions: time 8 hour. Product: CN(CC(=O)NC1=C2C(N(C(C2=CC=C1)=O)[C@H](CC(=O)N(C)C)C1=CC(=C(C=C1)OC)OCC)=O)C ((3R)-3-{4-[2-(dimethylamino)acetylamino]-1,3-dioxoisoindolin-2-yl}-3-(3-ethoxy-4-methoxyphenyl)-N,N-dimethylpropanamide). The yield is 76.0%. Reaction SMILES: Cl[CH2:2][C:3]([NH:5][C:6]1[CH:14]=[CH:13][CH:12]=[C:11]2[C:7]=1[C:8](=[O:34])[N:9]([C@@H:16]([C:23]1[CH:28]=[CH:27][C:26]([O:29][CH3:30])=[C:25]([O:31][CH2:32][CH3:33])[CH:24]=1)[CH2:17][C:18]([N:20]([CH3:22])[CH3:21])=[O:19])[C:10]2=[O:15])=[O:4].[CH3:35][NH:36][CH3:37].O1CCCC1>C(#N)C.C(OCC)(=O)C>[CH3:35][N:36]([CH3:37])[CH2:2][C:3]([NH:5][C:6]1[CH:14]=[CH:13][CH:12]=[C:11]2[C:7]=1[C:8](=[O:34])[N:9]([C@@H:16]([C:23]1[CH:28]=[CH:27][C:26]([O:29][CH3:30])=[C:25]([O:31][CH2:32][CH3:33])[CH:24]=1)[CH2:17][C:18]([N:20]([CH3:22])[CH3:21])=[O:19])[C:10]2=[O:15])=[O:4]. Procedure: A mixture of (3R)-3-[4-(2-chloroacetylamino)-1,3-dioxoisoindolin-2-yl]-3-(3-ethoxy-4-methoxyphenyl)-N,N-dimethylpropanamide (8.10 g, 16.6 mmol) and dimethylamine in tetrahydrofuran (27 mL, 2N, 54 mmol) in acetonitrile (150 mL) was stirred at room temperature overnight. The solvent was removed in vacuo to give an oil. The oil was dissolved in ethyl acetate (150 mL), washed with sodium hydrogen carbonate (2×50 mL, sat), brine (50 mL), and dried over magnesium sulfate. The solvent was removed in va... The reactants are C(#N)C=1C=C(C=CC1S(=O)(=O)C)C(C(=O)N)CC1CCCC1 (2-(3-cyano-4-methanesulfonyl-phenyl)-3-cyclopentyl-propionamide), CN=C=O (methyl isocyanate), hexanes ethyl acetate. Run in C1(=CC=CC=C1)C (toluene). Conditions: temperature 25 celsius, time 1 hour. The product is C(#N)C=1C=C(C=CC1S(=O)(=O)C)C(C(=O)NC(=O)NC)CC1CCCC1 (1-[2-(3-cyano-4-methanesulfonyl-phenyl)-3-cyclopentyl-propionyl]-3-methyl-urea). The yield is 34.7%. RXN SMILES: [C:1]([C:3]1[CH:4]=[C:5]([CH:13]([CH2:17][CH:18]2[CH2:22][CH2:21][CH2:20][CH2:19]2)[C:14]([NH2:16])=[O:15])[CH:6]=[CH:7][C:8]=1[S:9]([CH3:12])(=[O:11])=[O:10])#[N:2].[CH3:23][N:24]=[C:25]=[O:26]>C1(C)C=CC=CC=1>[C:1]([C:3]1[CH:4]=[C:5]([CH:13]([CH2:17][CH:18]2[CH2:19][CH2:20][CH2:21][CH2:22]2)[C:14]([NH:16][C:25]([NH:24][CH3:23])=[O:26])=[O:15])[CH:6]=[CH:7][C:8]=1[S:9]([CH3:12])(=[O:10])=[O:11])#[N:2]. Procedure details: A solution of 2-(3-cyano-4-methanesulfonyl-phenyl)-3-cyclopentyl-propionamide (135 mg, 0.42 mmol) and methyl isocyanate (72 mg, 1.26 mmol) in toluene (1 mL) was heated under reflux for 15 h. The reaction mixture was allowed to cool to 25° C. and then concentrated in vacuo to afford a yellow semi-solid. The semi-solid was treated with a solution of 2/1 hexanes/ethyl acetate (3 mL) and a white precipitate formed. The suspension was placed in the freezer for 1 h and then filtered to afford 1-[2-(3-... The reactants are CCOC(=O)c1cn(C2CCCCC2)c2nc(S(C)(=O)=O)ncc2c1=O, CN(C)CC(=O)N1CCC(c2ccc(N)cc2)CC1. Yields the product CCOC(=O)c1cn(C2CCCCC2)c2nc(Nc3ccc(C4CCN(C(=O)CN(C)C)CC4)cc3)ncc2c1=O. As a reaction SMILES: [CH2:20]([CH3:21])[O:22][C:23](=[O:24])[c:25]1[c:26](=[O:45])[c:27]2[c:28]([n:29][c:30]([S:33]([CH3:34])(=[O:35])=[O:36])[n:31][cH:32]2)[n:37]([CH:39]2[CH2:40][CH2:41][CH2:42][CH2:43][CH2:44]2)[cH:38]1.[CH3:1][N:2]([CH2:3][C:4](=[O:5])[N:6]1[CH2:7][CH2:8][CH:9]([c:12]2[cH:13][cH:14][c:15]([NH2:18])[cH:16][cH:17]2)[CH2:10][CH2:11]1)[CH3:19]>>[CH3:1][N:2]([CH2:3][C:4](=[O:5])[N:6]1[CH2:7][CH2:8][CH:9]([c:12]2[cH:13][cH:14][c:15]([NH:18][c:30]3[n:29][c:28]4[c:27]([c:26](=[O:45])[c:25]([C:23]([O:22][CH2:20][CH3:21])=[O:24])[cH:38][n:37]4[CH:39]4[CH2:40][CH2:41][CH2:42][CH2:43][CH2:44]4)[cH:32][n:31]3)[cH:16][cH:17]2)[CH2:10][CH2:11]1)[CH3:19].